From a dataset of the Open Reaction Database (ORD), a public repository of structured organic reaction records. describe an organic reaction: reactants, conditions, products, and yield Starting materials: C(C)(=O)OCCC1CC=2N(C3=CC=CC=C3C2C=2C(OC(C2C2=CN(C3=CC=CC=C23)C)=O)=O)CC1 (3-[8-(2-acetoxyethyl)-6,7,8,9-tetrahydropyrido[1,2-a]indol-10-yl]-4-(1-methyl-3-indolyl)-furan-2,5-dione), CS(=O)(=O)OS(=O)(=O)C (methanesulfonic anhydride), N1=CC=CC=C1 (pyridine), CS(=O)(=O)OS(=O)(=O)C (methanesulfonic anhydride). Run in ClCCl (dichloromethane). Run at time 1 hour. Yields the product CS(=O)(=O)OCCC1CC=2N(C3=CC=CC=C3C2C=2C(NC(C2C2=CN(C3=CC=CC=C23)C)=O)=O)CC1 (3-[6,7,8,9-tetrahydro-8-(2-methylsulfonyloxyethyl)pyrido-[1,2-a]indol-10-yl]-4-(1-methyl-3-indolyl)-1H-pyrrole-2,5-dione). RXN SMILES: C([O:4][CH2:5][CH2:6][CH:7]1[CH2:36][CH2:35][N:10]2[C:11]3[C:16]([C:17]([C:18]4[C:19](=[O:34])[O:20][C:21](=O)[C:22]=4[C:23]4[C:31]5[C:26](=[CH:27][CH:28]=[CH:29][CH:30]=5)[N:25]([CH3:32])[CH:24]=4)=[C:9]2[CH2:8]1)=[CH:15][CH:14]=[CH:13][CH:12]=3)(=O)C.[CH3:37][S:38]([O:41]S(C)(=O)=O)(=O)=[O:39].[N:46]1C=CC=CC=1>ClCCl>[CH3:37][S:38]([O:4][CH2:5][CH2:6][CH:7]1[CH2:36][CH2:35][N:10]2[C:11]3[C:16]([C:17]([C:18]4[C:19](=[O:34])[NH:46][C:21](=[O:20])[C:22]=4[C:23]4[C:31]5[C:26](=[CH:27][CH:28]=[CH:29][CH:30]=5)[N:25]([CH3:32])[CH:24]=4)=[C:9]2[CH2:8]1)=[CH:15][CH:14]=[CH:13][CH:12]=3)(=[O:41])=[O:39]. Procedure details: A solution of 500 mg of the pyrroledione product of Example 13 in 50 ml of dichloromethane was treated with 218 mg of methanesulfonic anhydride and 1 ml of pyridine. The resulting solution was stirred at room temperature under a nitrogen atmosphere for 1 hour. An additional 20 mg of methanesulfonic anhydride were then added and stirring was continued for 0.5 hour. The mixture was washed with water, dried and evaporated. Crystallization of the residue from ethyl acetate/petroleum ether gave 540 m... The reactants are aqueous solution, CN (methylamine), NC=1C(=CC(=C(C1)N1C=C(C(C2=CC(=C(C(=C12)Cl)F)F)=O)C(=O)O)Cl)F (1-(5-amino-2-chloro-4-fluorophenyl)-8-chloro-6,7-difluoro-4-oxo-1,4-dihydroquinoline-3-carboxylic acid), N1=CC=CC=C1 (pyridine). Run at time 2 hour. Yields the product NC=1C(=CC(=C(C1)N1C=C(C(C2=CC(=C(C(=C12)Cl)NC)F)=O)C(=O)O)Cl)F (1-(5-Amino-2-chloro-4-fluorophenyl)-8-chloro-6-fluoro-7-methylamino-4-oxo-1,4-dihydroquinoline-3-carboxylic Acid). Reaction SMILES: [CH3:1][NH2:2].NC1[C:5]([F:28])=[CH:6][C:7]([Cl:27])=[C:8]([N:10]2[C:19]3[C:14](=[CH:15][C:16]([F:22])=[C:17](F)[C:18]=3[Cl:20])[C:13](=[O:23])[C:12]([C:24]([OH:26])=[O:25])=[CH:11]2)[CH:9]=1.[N:29]1C=CC=C[CH:30]=1>>[NH2:2][C:1]1[C:5]([F:28])=[CH:6][C:7]([Cl:27])=[C:8]([N:10]2[C:19]3[C:14](=[CH:15][C:16]([F:22])=[C:17]([NH:29][CH3:30])[C:18]=3[Cl:20])[C:13](=[O:23])[C:12]([C:24]([OH:26])=[O:25])=[CH:11]2)[CH:9]=1. Procedure details: A 40% aqueous solution (100 mg) of methylamine and 1-(5-amino-2-chloro-4-fluorophenyl)-8-chloro-6,7-difluoro-4-oxo-1,4-dihydroquinoline-3-carboxylic acid (100 mg) were added to pyridine (2 ml), and the mixture was stirred at room temperature for 2 hours. After the solvent was distilled off under reduced pressure, ethanol was added to the residue, and solids were collected by filtration to obtain the title compound (46 mg) as pale yellow crystals. Starting materials: CCO, [Cl-], O=Cc1csc(N2CCCCC2)n1, N, [NH4+], O=C(O)CN1C(=O)CSC1=S. Yields the product O=C(O)CN1C(=O)C(=Cc2csc(N3CCCCC3)n2)SC1=S. As a reaction SMILES: [CH3:28][CH2:29][OH:30].[Cl-:25].[N:1]1([c:7]2[s:8][cH:9][c:10]([CH:12]=[O:13])[n:11]2)[CH2:2][CH2:3][CH2:4][CH2:5][CH2:6]1.[NH3:27].[NH4+:26].[S:14]1[C:15](=[S:16])[N:17]([CH2:21][C:22](=[O:23])[OH:24])[C:18](=[O:19])[CH2:20]1>>[N:1]1([c:7]2[s:8][cH:9][c:10]([CH:12]=[C:20]3[S:14][C:15](=[S:16])[N:17]([CH2:21][C:22](=[O:23])[OH:24])[C:18]3=[O:19])[n:11]2)[CH2:2][CH2:3][CH2:4][CH2:5][CH2:6]1. RXN SMILES: Cl.[NH2:2][OH:3].[Cl:4][C:5]1[C:14]([CH:15]=O)=[CH:13][C:12]2[C:7](=[CH:8][CH:9]=[C:10]([O:17][CH3:18])[CH:11]=2)[N:6]=1>O.C(O)C>[Cl:4][C:5]1[C:14]([CH:15]=[N:2][OH:3])=[CH:13][C:12]2[C:7](=[CH:8][CH:9]=[C:10]([O:17][CH3:18])[CH:11]=2)[N:6]=1 |f:0.1|. Starting materials: Cl.NO (hydroxylamine hydrochloride), ClC1=NC2=CC=C(C=C2C=C1C=O)OC (2-chloro-6-methoxy-3-quinolinecarboxaldehyde). Reported procedure: A solution of 6.5 g hydroxylamine hydrochloride in 25 ml water was added to a suspension of 18.7 g 2-chloro-6-methoxy-3-quinolinecarboxaldehyde in 500 ml 95% ethanol. The mixture was stirred at room temperature for two hours and then heated at reflux for three hours. The reaction mixture was cooled to 0° C., filtered, and the filtrate concentrated to a volume of 200 ml. The product separated from solution to give 16.3 g 2-chloro-6-methoxy-3-quinolinecarboxaldehyde oxime, m.p. 195° C. (decompn.). Product: ClC1=NC2=CC=C(C=C2C=C1C=NO)OC (2-chloro-6-methoxy-3-quinolinecarboxaldehyde oxime). Isolated yield 81.6%. Run in O (water), C(C)O (ethanol). Conditions: time 2 hour. As a reaction SMILES: [CH2:20]1[CH:21]([CH3:22])[O:23]1.[CH2:30]1[O:31][CH2:32][CH2:33][CH2:34]1.[CH2:3]([c:4]1[cH:5][cH:6][cH:7][cH:8][cH:9]1)[O:10][c:11]1[cH:12][cH:13][c:14]2[cH:15][cH:16][nH:17][c:18]2[cH:19]1.[CH3:35][CH2:36][O:37][C:38](=[O:39])[CH3:40].[H-:1].[K+:29].[Na+:2].[P:24]([O-:25])([OH:26])([OH:27])=[O:28]>>[CH2:3]([c:4]1[cH:5][cH:6][cH:7][cH:8][cH:9]1)[O:10][c:11]1[cH:12][cH:13][c:14]2[cH:15][cH:16][n:17]([CH2:20][CH:21]([CH3:22])[OH:23])[c:18]2[cH:19]1. Product: CC(O)Cn1ccc2ccc(OCc3ccccc3)cc21. The reactants are CC1CO1, C1CCOC1, c1ccc(COc2ccc3cc[nH]c3c2)cc1, CCOC(C)=O, [H-], [K+], [Na+], O=P([O-])(O)O. Reactants: COC1=NC2=CC(=CN=C2C(=C1)NC1=NC=C(C=C1)C(F)(F)F)C1=NC=CC=C1C(F)(F)F (2-methoxy-7-[3-(trifluoromethyl)pyridin-2-yl]-N-[5-(trifluoromethyl)pyridin-2-yl]-[1,5]naphthyridin-4-amine). The solvent is Br (hydrogen bromide), C(C)(=O)O (acetic acid). The product is FC(C=1C(=NC=CC1)C1=CN=C2C(=CC(=NC2=C1)O)NC1=NC=C(C=C1)C(F)(F)F)(F)F (7-[3-(Trifluoromethyl)pyridin-2-yl]-4-{[5-(trifluoromethyl)pyridin-2-yl]amino}-[1,5]naphthyridin-2-ol). Reaction SMILES: C[O:2][C:3]1[CH:12]=[C:11]([NH:13][C:14]2[CH:19]=[CH:18][C:17]([C:20]([F:23])([F:22])[F:21])=[CH:16][N:15]=2)[C:10]2[C:5](=[CH:6][C:7]([C:24]3[C:29]([C:30]([F:33])([F:32])[F:31])=[CH:28][CH:27]=[CH:26][N:25]=3)=[CH:8][N:9]=2)[N:4]=1>Br.C(O)(=O)C>[F:33][C:30]([F:31])([F:32])[C:29]1[C:24]([C:7]2[CH:6]=[C:5]3[C:10]([C:11]([NH:13][C:14]4[CH:19]=[CH:18][C:17]([C:20]([F:21])([F:22])[F:23])=[CH:16][N:15]=4)=[CH:12][C:3]([OH:2])=[N:4]3)=[N:9][CH:8]=2)=[N:25][CH:26]=[CH:27][CH:28]=1. Procedure details: Heat a solution of 2-methoxy-7-[3-(trifluoromethyl)pyridin-2-yl]-N-[5-(trifluoromethyl)pyridin-2-yl]-[1,5]naphthyridin-4-amine (300 mg) in 33% hydrogen bromide in acetic acid (10 mL) at 100° C. for 18 hours. Evaporate to dryness, add saturated aqueous sodium bicarbonate (10 mL) and extract with EtOAc. Dry over Na2SO4, and concentrate under vacuum. The reactants are O=C1N(C(C2=C(N1CC1=NN=NN1)C=C(S2)C2=CC=CC=C2)=O)C2CCN(CC2)C(=O)OC(C)(C)C (tert-butyl 4-[2,4-dioxo-6-phenyl-1-(1H-tetrazol-5-ylmethyl)-1,4-dihydrothieno[3,2-d]pyrimidin-3(2H)-yl]piperidine-1-carboxylate), C(C)(C)(C)OC(=O)N1CCC(CC1)N1C(N(C2=C(C1=O)SC(=C2)C2=CC=CC=C2)CC=2N=NNN2)=O (4-[2,4-dioxo-6-phenyl-1-(2H-tetrazol-5-ylmethyl)-1,4-dihydro-2H-thieno[3,2-d]pyrimidin-3-yl-]-piperidine-1-carboxylic acid tert-butyl ester), C(C)(C)(C)OC(=O)N1CCC(CC1)N1C(N(C2=C(C1=O)SC(=C2)C2=CC=CC=C2)CC=2N=NNN2)=O (4-[2,4-dioxo-6-phenyl-1-(2H-tetrazol-5-ylmethyl)-1,4-dihydro-2H-thieno[3,2-d]pyrimidin-3-yl-]-piperidine-1-carboxylic acid tert-butyl ester), COCCl (chloromethyl methyl ether), [H-].[Na+] (sodium hydride). The solvent is C1CCOC1 (THF), CN(C)C=O (DMF), C1CCOC1 (THF), CN(C)C=O (DMF). Reaction conditions: temperature 50 celsius, time 16 hour. The product is COCN1N=C(N=N1)CN1C(N(C(C2=C1C=C(S2)C2=CC=CC=C2)=O)C2CCN(CC2)C(=O)OC(C)(C)C)=O (tert-butyl 4-[1-{[2-(methoxymethyl)-2H-tetrazol-5-yl]methyl}-2,4-dioxo-6-phenyl-1,4-dihydrothieno[3,2-d]pyrimidin-3(2H)-yl]piperidine-1-carboxylate). RXN SMILES: [H-].[Na+].[O:3]=[C:4]1[N:9]([CH2:10][C:11]2[NH:15][N:14]=[N:13][N:12]=2)[C:8]2[CH:16]=[C:17]([C:19]3[CH:24]=[CH:23][CH:22]=[CH:21][CH:20]=3)[S:18][C:7]=2[C:6](=[O:25])[N:5]1[CH:26]1[CH2:31][CH2:30][N:29]([C:32]([O:34][C:35]([CH3:38])([CH3:37])[CH3:36])=[O:33])[CH2:28][CH2:27]1.[CH3:39][O:40][CH2:41]Cl>C1COCC1.CN(C=O)C>[CH3:39][O:40][CH2:41][N:13]1[N:14]=[N:15][C:11]([CH2:10][N:9]2[C:8]3[CH:16]=[C:17]([C:19]4[CH:20]=[CH:21][CH:22]=[CH:23][CH:24]=4)[S:18][C:7]=3[C:6](=[O:25])[N:5]([CH:26]3[CH2:27][CH2:28][N:29]([C:32]([O:34][C:35]([CH3:38])([CH3:37])[CH3:36])=[O:33])[CH2:30][CH2:31]3)[C:4]2=[O:3])=[N:12]1 |f:0.1|. Procedure details: To a stirred suspension of sodium hydride (206 mg, 60% dispersion in mineral oil) in 7 ml absolute THF in a sealed tube is added a solution of a tautomeric mixture of tert-butyl 4-[2,4-dioxo-6-phenyl-1-(1H-tetrazol-5-ylmethyl)-1,4-dihydrothieno[3,2-d]pyrimidin-3(2H)-yl]piperidine-1-carboxylate and 4-[2,4-dioxo-6-phenyl-1-(2H-tetrazol-5-ylmethyl)-1,4-dihydro-2H-thieno[3,2-d]pyrimidin-3-yl-]-piperidine-1-carboxylic acid tert-butyl ester (1.74 g; compound 14b) in absolute THF (7 ml) and absolute DM... Starting materials: NCC(=O)O (glycine), NCCCCCC(=O)O (6-aminocaproic acid), NCCCCCCCC(=O)O (8-aminocaprylic acid). The product is N-acryloyl 2-glycine, C(C=C)(=O)NCCCCCC(=O)O (N-acryloyl 6-aminocaproic acid), C(C=C)(=O)NCCCCCCCC(=O)O (N-acryloyl 8-aminocaprylic acid). Reaction SMILES: NCC(O)=O.[NH2:6][CH2:7][CH2:8][CH2:9][CH2:10][CH2:11][C:12]([OH:14])=[O:13].[NH2:15][CH2:16][CH2:17][CH2:18][CH2:19][CH2:20][CH2:21][CH2:22][C:23]([OH:25])=[O:24]>>[C:23]([NH:6][CH2:7][CH2:8][CH2:9][CH2:10][CH2:11][C:12]([OH:14])=[O:13])(=[O:24])[CH:22]=[CH2:21].[C:12]([NH:15][CH2:16][CH2:17][CH2:18][CH2:19][CH2:20][CH2:21][CH2:22][C:23]([OH:25])=[O:24])(=[O:13])[CH:11]=[CH2:10]. Reported procedure: N-acryloyl 2-glycine (A2AGA), N-acryloyl 4-aminobutyeric acid (A4ABA), N-acryloyl 6-aminocaproic acid (A6ACA) and N-acryloyl 8-aminocaprylic acid (A8ACA) were synthesized from glycine (Fisher Scientific Inc), 4-aminobutyeric acid, 6-aminocaproic acid and 8-aminocaprylic acid (Acros Organics Inc) respectively. The reactants are BrCCCCCCCCCCCO (11-bromoundecanol), N1=CC=CC=C1 (pyridine), S(=O)(Cl)Cl (thionyl chloride), OH. Solvent: O (water). Product: BrCCCCCCCCCCCCl (Br(CH2)11Cl). Reaction SMILES: [Br:1][CH2:2][CH2:3][CH2:4][CH2:5][CH2:6][CH2:7][CH2:8][CH2:9][CH2:10][CH2:11][CH2:12]O.N1C=CC=CC=1.S(Cl)([Cl:22])=O>O>[Br:1][CH2:2][CH2:3][CH2:4][CH2:5][CH2:6][CH2:7][CH2:8][CH2:9][CH2:10][CH2:11][CH2:12][Cl:22]. Reported procedure: In a 250 mL three-necked flask, 11-bromoundecanol (10 g, 39.8-mmol), pyridine (2 mL, 24.7 mmol) and thionyl chloride (10 mL, 137 mmol) were successively introduced. The solution was stirred at room temperature and the reaction was followed by IR. After disappearance of the OH band, the mixture was hydrolysed carefully by addition of water, the aqueous layer was extracted three times with diethyl oxide. The organic layers were washed successively with a 10% HCl aqueous solution, water, a saturate... Starting materials: Cl.NO (hydroxylamine hydrochloride), ClC1=C(C(=O)OC)C=CC(=C1C=O)OC (methyl 2-chloro-3-formyl-4-methoxybenzoate), C1=CC=CC=C1 (benzene), O=C(C=P(C1=CC=CC=C1)(C1=CC=CC=C1)C1=CC=CC=C1)C (2-oxopropylidenetriphenylphosphorane), ice water. Solvent: C(C)O (ethanol), N1=CC=CC=C1 (pyridine). The product is ClC1=C(C(=O)OC)C=CC(=C1C=CC(C)=NO)OC (methyl 2-chloro-3-(3-hydroxyimino-1-butenyl)-4-methoxybenzoate). Reaction SMILES: [Cl:1][C:2]1[C:11]([CH:12]=O)=[C:10]([O:14][CH3:15])[CH:9]=[CH:8][C:3]=1[C:4]([O:6][CH3:7])=[O:5].[CH:16]1[CH:21]=CC=C[CH:17]=1.O=C(C)C=P(C1C=CC=CC=1)(C1C=CC=CC=1)C1C=CC=CC=1.Cl.[NH2:46][OH:47]>C(O)C.N1C=CC=CC=1>[Cl:1][C:2]1[C:11]([CH:12]=[CH:17][C:16](=[N:46][OH:47])[CH3:21])=[C:10]([O:14][CH3:15])[CH:9]=[CH:8][C:3]=1[C:4]([O:6][CH3:7])=[O:5] |f:3.4|. Procedure details: To methyl 2-chloro-3-formyl-4-methoxybenzoate in an amount of 3.08 g (0.0135 mole), were added 30 ml benzene and then 2-oxopropylidenetriphenylphosphorane in an amount of 4.52 g (0.0142 mole), and the resulting mixture was then stirred for an hour under reflux and heating. After cooling the reacted-mixture, insoluble materials therein were separated by filtration, and methyl 2-chloro-3-(3-oxo-1-butenyl)-4-methoxybenzoate obtained by condensing the solvent in the mixture under reduced pressure wa...